Dataset: the Open Reaction Database (ORD), a public repository of structured organic reaction records. Task: describe an organic reaction: reactants, conditions, products, and yield The reactants are CCOC(OCC)C(C)N(Cc1csc2ccccc12)C(=O)C(N)CC(=O)NC(c1ccccc1)(c1ccccc1)c1ccccc1, O=C(O)CONC(=O)NCc1cccc2ccccc12. Yields the product CCOC(OCC)C(C)N(Cc1csc2ccccc12)C(=O)C(CC(=O)NC(c1ccccc1)(c1ccccc1)c1ccccc1)NC(=O)CONC(=O)NCc1cccc2ccccc12. As a reaction SMILES: [NH2:21][CH:22]([C:23](=[O:24])[N:25]([CH:26]([CH:27]([O:28][CH2:29][CH3:30])[O:31][CH2:32][CH3:33])[CH3:34])[CH2:35][c:36]1[c:37]2[c:38]([s:39][cH:40]1)[cH:41][cH:42][cH:43][cH:44]2)[CH2:45][C:46](=[O:47])[NH:48][C:49]([c:50]1[cH:51][cH:52][cH:53][cH:54][cH:55]1)([c:56]1[cH:57][cH:58][cH:59][cH:60][cH:61]1)[c:62]1[cH:63][cH:64][cH:65][cH:66][cH:67]1.[c:1]1([CH2:11][NH:12][C:13]([NH:14][O:15][CH2:16][C:17](=[O:18])[OH:19])=[O:20])[cH:2][cH:3][cH:4][c:5]2[cH:6][cH:7][cH:8][cH:9][c:10]12>>[c:1]1([CH2:11][NH:12][C:13]([NH:14][O:15][CH2:16][C:17](=[O:19])[NH:21][CH:22]([C:23](=[O:24])[N:25]([CH:26]([CH:27]([O:28][CH2:29][CH3:30])[O:31][CH2:32][CH3:33])[CH3:34])[CH2:35][c:36]2[c:37]3[c:38]([s:39][cH:40]2)[cH:41][cH:42][cH:43][cH:44]3)[CH2:45][C:46](=[O:47])[NH:48][C:49]([c:50]2[cH:51][cH:52][cH:53][cH:54][cH:55]2)([c:56]2[cH:57][cH:58][cH:59][cH:60][cH:61]2)[c:62]2[cH:63][cH:64][cH:65][cH:66][cH:67]2)=[O:20])[cH:2][cH:3][cH:4][c:5]2[cH:6][cH:7][cH:8][cH:9][c:10]12. The reactants are [N+](=O)([O-])C=1C=C(C=CC1[N+](=O)[O-])NC(C1=CC=C(C=C1)N1CCCC1)=O (N-(3,4-dinitrophenyl)-4-pyrrolidinylbenzamide), N1(CCCC1)C1=CC=C(C=O)C=C1 (4-pyrrolidinylbenzaldehyde). Yields the product N1(CCCC1)C1=CC=C(C(=O)NC2=CC3=C(NC(=N3)C3=CC=C(C=C3)N3CCCC3)C=C2)C=C1 (4-(pyrrolidin-1-yl)-N-(2-(4-(pyrrolidin-1-yl)phenyl)-1H-benzo[d]imidazol-5-yl)benzamide). RXN SMILES: [N+:1]([C:4]1[CH:5]=[C:6]([NH:13][C:14](=[O:26])[C:15]2[CH:20]=[CH:19][C:18]([N:21]3[CH2:25][CH2:24][CH2:23][CH2:22]3)=[CH:17][CH:16]=2)[CH:7]=[CH:8][C:9]=1[N+:10]([O-])=O)([O-])=O.[N:27]1([C:32]2[CH:39]=[CH:38][C:35]([CH:36]=O)=[CH:34][CH:33]=2)[CH2:31][CH2:30][CH2:29][CH2:28]1>>[N:21]1([C:18]2[CH:19]=[CH:20][C:15]([C:14]([NH:13][C:6]3[CH:7]=[CH:8][C:9]4[NH:10][C:36]([C:35]5[CH:34]=[CH:33][C:32]([N:27]6[CH2:31][CH2:30][CH2:29][CH2:28]6)=[CH:39][CH:38]=5)=[N:1][C:4]=4[CH:5]=3)=[O:26])=[CH:16][CH:17]=2)[CH2:25][CH2:24][CH2:23][CH2:22]1. Reported procedure: Compound 225 was prepared according to the procedure similar to that described in Scheme III from N-(3,4-dinitrophenyl)-4-pyrrolidinylbenzamide and 4-pyrrolidinylbenzaldehyde. [M+H]+ calcd for C28H29N5O: 452.25; found: 451.95.